This data is from the Open Reaction Database (ORD), a public repository of structured organic reaction records. The task is: describe an organic reaction: reactants, conditions, products, and yield Starting materials: CN(C)C=O, [H-], CC(C)I, [Na+], O=[N+]([O-])c1ccc(O)c(O)c1. The product is CC(C)Oc1ccc([N+](=O)[O-])cc1O. Reaction SMILES: [CH3:18][N:19]([CH3:20])[CH:21]=[O:22].[H-:12].[I:14][CH:15]([CH3:16])[CH3:17].[Na+:13].[OH:1][c:2]1[cH:3][cH:4][c:5]([N+:9]([O-:10])=[O:11])[cH:6][c:7]1[OH:8]>>[O:1]([c:2]1[cH:3][cH:4][c:5]([N+:9]([O-:10])=[O:11])[cH:6][c:7]1[OH:8])[CH:15]([CH3:16])[CH3:17]. The reactants are C[C@H](C(=O)OC[C@H]1C(C(C1)=C(C)C)(C)C)CC ([(R)-2,2-dimethyl-3-(1-methylethylidene)cyclobutyl]methyl (S)-2-methylbutanoate), C(C)(=O)[C@@H]1C([C@@H](C1)C(=O)O)(C)C ((1R,3S)-3-acetyl-2,2-dimethylcyclobutanecarboxylic acid), C[Mg]Cl (methyl magnesium chloride). The product is OC(C)(C)[C@@H]1C([C@@H](C1)C(=O)O)(C)C ((1R,3S)-3-(1-hydroxy-1-methylethyl)-2,2-dimethylcyclobutanecarboxylic acid). As a reaction SMILES: [CH3:1][C@@H](CC)C(OC[C@@H]1CC(=C(C)C)C1(C)C)=O.[C:18]([C@H:21]1[CH2:24][C@@H:23]([C:25]([OH:27])=[O:26])[C:22]1([CH3:29])[CH3:28])(=[O:20])[CH3:19].C[Mg]Cl>>[OH:20][C:18]([C@H:21]1[CH2:24][C@@H:23]([C:25]([OH:27])=[O:26])[C:22]1([CH3:29])[CH3:28])([CH3:1])[CH3:19]. Procedure: A method for making [(R)-2,2-dimethyl-3-(1-methylethylidene)cyclobutyl]methyl (S)-2-methylbutanoate (2), said method comprising (or consisting essentially of or consisting of) reacting (1R,3S)-3-acetyl-2,2-dimethylcyclobutanecarboxylic acid [(cis)-pinononic acid] with methyl magnesium chloride to form (1R,3S)-3-(1-hydroxy-1-methylethyl)-2,2-dimethylcyclobutanecarboxylic acid (3) or reacting (1R,3S)-3-acetyl-2,2-dimethylcyclobutanecarboxylic acid [(cis)-pinononic acid] with methyl lithium, and th... Conditions: time 2.25 hour. Procedure details: One gram of 3-(3-trifluoromethylphenyl)-4-amino-5-isothiazolecarboxylic acid and 0.7 g. of carbonyldiimidazole were dissolved in 25 ml. of DMF at ambient temperature. The solution was stirred for 2.25 hours; 3 ml. of 14 N aqueous ammonium hydroxide were added and the resulting mixture stirred overnight at ambient temperature after which time it was poured into an ice-water mixture. 3-(3-Trifluoromethylphenyl)-4-amino-5-isothiazolecarboxamide formed in the above reaction precipitated and the prec... The solvent is CN(C)C=O (DMF). RXN SMILES: [F:1][C:2]([F:19])([F:18])[C:3]1[CH:4]=[C:5]([C:9]2[C:13]([NH2:14])=[C:12]([C:15](O)=[O:16])[S:11][N:10]=2)[CH:6]=[CH:7][CH:8]=1.C(N1C=CN=C1)([N:22]1C=CN=C1)=O.[OH-].[NH4+]>CN(C=O)C>[F:1][C:2]([F:19])([F:18])[C:3]1[CH:4]=[C:5]([C:9]2[C:13]([NH2:14])=[C:12]([C:15]([NH2:22])=[O:16])[S:11][N:10]=2)[CH:6]=[CH:7][CH:8]=1 |f:2.3|. Starting materials: FC(C=1C=C(C=CC1)C1=NSC(=C1N)C(=O)O)(F)F (3-(3-trifluoromethylphenyl)-4-amino-5-isothiazolecarboxylic acid), ice water, C(=O)(N1C=NC=C1)N1C=NC=C1 (carbonyldiimidazole), [OH-].[NH4+] (ammonium hydroxide). Product: FC(C=1C=C(C=CC1)C1=NSC(=C1N)C(=O)N)(F)F (3-(3-Trifluoromethylphenyl)-4-amino-5-isothiazolecarboxamide). The reactants are CCO, [H][H], COC1CN(C(=O)OCc2ccccc2)C2C(O)COC12. The product is COC1CNC2C(O)COC12. RXN SMILES: [CH3:24][CH2:25][OH:26].[H:22][H:23].[OH:1][CH:2]1[CH2:3][O:4][CH:5]2[CH:6]1[N:7]([C:12]([O:13][CH2:14][c:15]1[cH:16][cH:17][cH:18][cH:19][cH:20]1)=[O:21])[CH2:8][CH:9]2[O:10][CH3:11]>>[OH:1][CH:2]1[CH2:3][O:4][CH:5]2[CH:6]1[NH:7][CH2:8][CH:9]2[O:10][CH3:11]. The reactants are FC1=CC2=C(C(=NO2)C2CCNCC2)C=C1 (6-fluoro-3-(4-piperidinyl)-1,2-benzisoxazole), BrCCCO (3-bromo-1-propanol), C(C)#N (acetonitrile), beige solid. Solvent: O (H2O). Yields the product FC1=CC2=C(C(=NO2)C2CCN(CC2)CCCO)C=C1 (6-fluoro-3-[1-(3-hydroxypropyl)-4-piperidinyl]-1,2-benzisoxazole). Yield: 63.9%. As a reaction SMILES: [F:1][C:2]1[CH:16]=[CH:15][C:5]2[C:6]([CH:9]3[CH2:14][CH2:13][NH:12][CH2:11][CH2:10]3)=[N:7][O:8][C:4]=2[CH:3]=1.Br[CH2:18][CH2:19][CH2:20][OH:21].C(#N)C>O>[F:1][C:2]1[CH:16]=[CH:15][C:5]2[C:6]([CH:9]3[CH2:10][CH2:11][N:12]([CH2:18][CH2:19][CH2:20][OH:21])[CH2:13][CH2:14]3)=[N:7][O:8][C:4]=2[CH:3]=1. Procedure: A stirred mixture of 6-fluoro-3-(4-piperidinyl)-1,2-benzisoxazole (10.0 g, 45 mmol) K2CO3 (10.0 g), 3-bromo-1-propanol (7.3 g, 46 mmol) and acetonitrile (200 ml) was refluxed for 3 hours. The reaction was poured into H2O and 7.1 g of a beige solid was collected. The filtrate was extracted with dichloromethane, and after concentration an additional 6.7 g of crude solid was harvested. The solids were combined and triturated with refluxing ethyl acetate to afford 8.0 g of 6-fluoro-3-[1-(3-hydroxypr... Starting materials: CC(C)(C)c1ccc(COc2ccc(Br)cc2C=O)cc1, CCOC(=O)CP(=O)(OCC)OCC, [Cl-], [H-], [NH4+], [Na+], C1CCOC1. Product: CCOC(=O)C=Cc1cc(Br)ccc1OCc1ccc(C(C)(C)C)cc1. RXN SMILES: [C:17]([CH3:18])([CH3:19])([CH3:20])[c:21]1[cH:22][cH:23][c:24]([CH2:25][O:26][c:27]2[c:28]([CH:29]=[O:30])[cH:31][c:32]([Br:35])[cH:33][cH:34]2)[cH:36][cH:37]1.[CH3:1][CH2:2][O:3][C:4](=[O:5])[CH2:6][P:7]([O:8][CH2:9][CH3:10])([O:11][CH2:12][CH3:13])=[O:14].[Cl-:38].[H-:15].[NH4+:39].[Na+:16].[O:40]1[CH2:41][CH2:42][CH2:43][CH2:44]1>>[CH3:1][CH2:2][O:3][C:4](=[O:5])[CH:6]=[CH:29][c:28]1[c:27]([O:26][CH2:25][c:24]2[cH:23][cH:22][c:21]([C:17]([CH3:18])([CH3:19])[CH3:20])[cH:37][cH:36]2)[cH:34][cH:33][c:32]([Br:35])[cH:31]1. Starting materials: OC(=O)C(F)(F)F.N1(CCNCC1)CC=1N=NC=2C(N1)=C(N=C(N2)N)N (3-Piperazin-1-ylmethyl-pyrimido[5,4-e][1,2,4]triazine-5,7-diamine TFA salt), COC=1C=C(CCl)C=CC1 (m-methoxybenzyl chloride), CC#N.O (CH3CN H2O), C([O-])([O-])=O.[K+].[K+] (potassium carbonate). The solvent is CN(C)C=O (DMF). Reaction conditions: time 24 hour. Product: COC=1C=C(CN2CCN(CC2)CC=2N=NC=3C(N2)=C(N=C(N3)N)N)C=CC1 (3-[4-(3-Methoxy-benzyl)-piperazin-1-ylmethyl]-pyrimido[5,4-e][1,2,4]triazine-5,7-diamine). Isolated yield 98.3%. As a reaction SMILES: OC(C(F)(F)F)=O.[N:8]1([CH2:14][C:15]2[N:16]=[N:17][C:18]3[C:19](=[C:21]([NH2:26])[N:22]=[C:23]([NH2:25])[N:24]=3)[N:20]=2)[CH2:13][CH2:12][NH:11][CH2:10][CH2:9]1.[CH3:27][O:28][C:29]1[CH:30]=[C:31]([CH:34]=[CH:35][CH:36]=1)[CH2:32]Cl.C(=O)([O-])[O-].[K+].[K+].CC#N.O>CN(C=O)C>[CH3:27][O:28][C:29]1[CH:30]=[C:31]([CH:34]=[CH:35][CH:36]=1)[CH2:32][N:11]1[CH2:12][CH2:13][N:8]([CH2:14][C:15]2[N:16]=[N:17][C:18]3[C:19](=[C:21]([NH2:26])[N:22]=[C:23]([NH2:25])[N:24]=3)[N:20]=2)[CH2:9][CH2:10]1 |f:0.1,3.4.5,6.7|. Procedure details: To a stirred solution of 3-Piperazin-1-ylmethyl-pyrimido[5,4-e][1,2,4]triazine-5,7-diamine TFA salt 5 (50 mg; 0.08 mmol; prepared in EXAMPLE 4) in dry DMF (1.0 mL) was added m-methoxybenzyl chloride (19 mg; 0.12 mmol) followed by potassium carbonate (55 mg; 0.40 mmol). The mixture was allowed to stir for 24 h at room temperature then taken up into CH3CN/H2O/0.1% TFA. The mixture was purified by reverse phase HPLC (Rainin C18, 0% CH3CN to 50% CH3CN gradient, CH3CN/H20, 0.1% TFA) and the bright ye... Starting materials: C1(=CC=CC=C1)CCCN[C@@H]1CC[C@H](CC1)C1=CC2=C(NC(O2)=O)C=C1 (6-[trans-4-(3-phenylpropylamino)cyclohexyl]-3H-benzoxazol-2-one), O (H2O), p-formaldehyde, [BH-](OC(=O)C)(OC(=O)C)OC(=O)C.[Na+] (NaBH(OAc)3), [OH-].[Na+] (NaOH). Solvent: CO (MeOH). Reaction conditions: time 3 hour. Yields the product CN([C@@H]1CC[C@H](CC1)C1=CC2=C(NC(O2)=O)C=C1)CCCC1=CC=CC=C1 (6-{trans-4-[methyl(3-phenylpropyl)-amino]cyclohexyl}-3H-benzoxazol-2-one). The yield is 59.0%. As a reaction SMILES: [C:1]1([CH2:7][CH2:8][CH2:9][NH:10][C@H:11]2[CH2:16][CH2:15][C@H:14]([C:17]3[CH:26]=[CH:25][C:20]4[NH:21][C:22](=[O:24])[O:23][C:19]=4[CH:18]=3)[CH2:13][CH2:12]2)[CH:6]=[CH:5][CH:4]=[CH:3][CH:2]=1.O.[BH-](OC(C)=O)(OC(C)=O)O[C:30](C)=O.[Na+].[OH-].[Na+]>CO>[CH3:30][N:10]([CH2:9][CH2:8][CH2:7][C:1]1[CH:6]=[CH:5][CH:4]=[CH:3][CH:2]=1)[C@H:11]1[CH2:12][CH2:13][C@H:14]([C:17]2[CH:26]=[CH:25][C:20]3[NH:21][C:22](=[O:24])[O:23][C:19]=3[CH:18]=2)[CH2:15][CH2:16]1 |f:2.3,4.5|. Procedure: To a stirred solution of 6-[trans-4-(3-phenylpropylamino)cyclohexyl]-3H-benzoxazol-2-one (263 mg, 0.750 mmol) in MeOH (10 mL) was added H2O (0.5 mL) and p-formaldehyde (113 mg, 3.75 mmol). After stirring the reaction mixture for 3 hours, NaBH(OAc)3 was added, and stirring was continued for 12 hours. Solid NaOH was added to give a clear solution, which was then concentrated under reduced pressure. Purification by flash chromatography (silica, 95:4:1 CH2Cl2:MeOH:NH4OH) gave 6-{trans-4-[methyl(3-ph... Starting materials: CCOC(=O)c1cnc2cc(NC(=O)c3ccccc3-c3ccc(C(F)(F)F)cc3)ccc2c1, CO, [Na+], [OH-]. Yields the product O=C(O)c1cnc2cc(NC(=O)c3ccccc3-c3ccc(C(F)(F)F)cc3)ccc2c1. Reaction SMILES: [CH2:1]([CH3:2])[O:3][C:4](=[O:5])[c:6]1[cH:7][n:8][c:9]2[cH:10][c:11]([NH:16][C:17](=[O:18])[c:19]3[c:20](-[c:25]4[cH:26][cH:27][c:28]([C:31]([F:32])([F:33])[F:34])[cH:29][cH:30]4)[cH:21][cH:22][cH:23][cH:24]3)[cH:12][cH:13][c:14]2[cH:15]1.[CH3:37][OH:38].[Na+:36].[OH-:35]>>[O:3]=[C:4]([OH:5])[c:6]1[cH:7][n:8][c:9]2[cH:10][c:11]([NH:16][C:17](=[O:18])[c:19]3[c:20](-[c:25]4[cH:26][cH:27][c:28]([C:31]([F:32])([F:33])[F:34])[cH:29][cH:30]4)[cH:21][cH:22][cH:23][cH:24]3)[cH:12][cH:13][c:14]2[cH:15]1. Starting materials: C[C@H]1CN(CCN1C1=CC=C(C=C1)C(C(F)(F)F)(C(F)(F)F)O)C(=O)[O-] ((3S)-3-methyl-4-(4-(2,2,2-trifluoro-1-hydroxy-1-(trifluoromethyl)ethyl)phenyl)-1-piperazinecarboxylate), Cl (HCl). Solvent: O1CCOCC1 (dioxane). Reaction conditions: time 2 hour. Yields the product Cl.FC(C(C(F)(F)F)(O)C1=CC=C(C=C1)N1[C@H](CNCC1)C)(F)F ((S)-1,1,1,3,3,3-hexafluoro-2-(4-(2-methylpiperazin-1-yl)phenyl)-2-propanol hydrochloride). Reaction SMILES: [CH3:1][C@@H:2]1[N:7]([C:8]2[CH:13]=[CH:12][C:11]([C:14]([OH:23])([C:19]([F:22])([F:21])[F:20])[C:15]([F:18])([F:17])[F:16])=[CH:10][CH:9]=2)[CH2:6][CH2:5][N:4](C([O-])=O)[CH2:3]1.[ClH:27]>O1CCOCC1>[ClH:27].[F:18][C:15]([F:16])([F:17])[C:14]([C:11]1[CH:10]=[CH:9][C:8]([N:7]2[CH2:6][CH2:5][NH:4][CH2:3][C@@H:2]2[CH3:1])=[CH:13][CH:12]=1)([OH:23])[C:19]([F:22])([F:21])[F:20] |f:3.4|. Procedure details: A 100 mL round-bottomed flask was charged with (3S)-3-methyl-4-(4-(2,2,2-trifluoro-1-hydroxy-1-(trifluoromethyl)ethyl)phenyl)-1-piperazinecarboxylate (0.250 g, 0.565 mmol) and 10 mL of 4N HCl in dioxane. After 2 h at room temperature, the mixture was concentrated to give (S)-1,1,1,3,3,3-hexafluoro-2-(4-(2-methylpiperazin-1-yl)phenyl)-2-propanol hydrochloride as a yellow foam (0.214 g) which was used without purification.